Dataset: the Open Reaction Database (ORD), a public repository of structured organic reaction records. Task: describe an organic reaction: reactants, conditions, products, and yield The reactants are aqueous solution, [OH-].[K+] (potassium hydroxide), O1CCCC1 (tetrahydrofuran), O=C(CC(C=O)(C1CC1)C1CC1)C (4-oxo-2,2-dicyclopropylpentanal), [Cl-].[Na+] (sodium chloride). The solvent is C(C)OCC (diethyl ether). The product is C1(CC1)C1(C=CC(C1)=O)C1CC1 (4,4-dicyclopropyl-2-cyclopenten-1-one). Isolated yield 91.6%. As a reaction SMILES: [OH-].[K+].O1CCCC1.[O:8]=[C:9]([CH3:20])[CH2:10][C:11]([CH:17]1[CH2:19][CH2:18]1)([CH:14]1[CH2:16][CH2:15]1)[CH:12]=O.[Cl-].[Na+]>C(OCC)C>[CH:14]1([C:11]2([CH:17]3[CH2:19][CH2:18]3)[CH2:10][C:9](=[O:8])[CH:20]=[CH:12]2)[CH2:16][CH2:15]1 |f:0.1,4.5|. Procedure: To a mixture of 5% aqueous solution of potassium hydroxide (4.7 ml) and tetrahydrofuran (4.7 ml) was added a solution of 4-oxo-2,2-dicyclopropylpentanal (1.88 g) in diethyl ether (9.4 ml). The mixture was heated at 38° C. to 45° C. for 3 hours and cooled. The aqueous layer was saturated with sodium chloride. The mixture was extracted with diethyl ether and the extract was washed with brine, dried over sodium sulfate, and evaporated in vacuo. The residue was purified by distillation under reduced... Reactants: Cc1cn(-c2ccc(Br)cc2C#N)cn1, Nc1ccn(Cc2cc(F)c(F)c(F)c2)n1. Yields the product Cc1cn(-c2ccc(Nc3ccn(Cc4cc(F)c(F)c(F)c4)n3)cc2C#N)cn1. As a reaction SMILES: [Br:1][c:2]1[cH:3][cH:4][c:5](-[n:10]2[cH:11][n:12][c:13]([CH3:15])[cH:14]2)[c:6]([C:7]#[N:8])[cH:9]1.[F:16][c:17]1[cH:18][c:19]([CH2:20][n:21]2[n:22][c:23]([NH2:26])[cH:24][cH:25]2)[cH:27][c:28]([F:31])[c:29]1[F:30]>>[c:2]1([NH:26][c:23]2[n:22][n:21]([CH2:20][c:19]3[cH:18][c:17]([F:16])[c:29]([F:30])[c:28]([F:31])[cH:27]3)[cH:25][cH:24]2)[cH:3][cH:4][c:5](-[n:10]2[cH:11][n:12][c:13]([CH3:15])[cH:14]2)[c:6]([C:7]#[N:8])[cH:9]1. Reactants: [Li]CCCC, COc1ccccc1-c1cn(S(=O)(=O)c2ccc(C)cc2)c2ncc(-c3ccn(S(=O)(=O)c4ccc(C)cc4)n3)cc12, O=C=O, C1CCOC1. Product: COc1ccccc1-c1cn(S(=O)(=O)c2ccc(C)cc2)c2ncc(-c3cc(C(=O)O)n(S(=O)(=O)c4ccc(C)cc4)n3)cc12. Reaction SMILES: [CH2:43]([Li:44])[CH2:45][CH2:46][CH3:47].[CH3:1][O:2][c:3]1[c:4](-[c:9]2[cH:10][n:11]([S:33](=[O:34])(=[O:35])[c:36]3[cH:37][cH:38][c:39]([CH3:42])[cH:40][cH:41]3)[c:12]3[n:13][cH:14][c:15](-[c:18]4[n:19][n:20]([S:23](=[O:24])(=[O:25])[c:26]5[cH:27][cH:28][c:29]([CH3:32])[cH:30][cH:31]5)[cH:21][cH:22]4)[cH:16][c:17]23)[cH:5][cH:6][cH:7][cH:8]1.[O:48]=[C:49]=[O:50].[O:51]1[CH2:52][CH2:53][CH2:54][CH2:55]1>>[CH3:1][O:2][c:3]1[c:4](-[c:9]2[cH:10][n:11]([S:33](=[O:34])(=[O:35])[c:36]3[cH:37][cH:38][c:39]([CH3:42])[cH:40][cH:41]3)[c:12]3[n:13][cH:14][c:15](-[c:18]4[n:19][n:20]([S:23](=[O:24])(=[O:25])[c:26]5[cH:27][cH:28][c:29]([CH3:32])[cH:30][cH:31]5)[c:21]([C:49](=[O:48])[OH:50])[cH:22]4)[cH:16][c:17]23)[cH:5][cH:6][cH:7][cH:8]1. The reactants are CCOC(C)=O, CCOC(=O)C(F)(F)C(O)c1ccc([N+](=O)[O-])cc1, Cc1ccc(S(=O)(=O)Cl)cc1, c1ccncc1. Product: CCOC(=O)C(F)(F)C(OS(=O)(=O)c1ccc(C)cc1)c1ccc([N+](=O)[O-])cc1. Reaction SMILES: [CH3:37][CH2:38][O:39][C:40](=[O:41])[CH3:42].[F:1][C:2]([C:3](=[O:4])[O:5][CH2:6][CH3:7])([CH:8]([c:9]1[cH:10][cH:11][c:12]([N+:15](=[O:16])[O-:17])[cH:13][cH:14]1)[OH:18])[F:19].[c:20]1([CH3:30])[cH:21][cH:22][c:23]([S:26](=[O:27])(=[O:28])[Cl:29])[cH:24][cH:25]1.[cH:31]1[cH:32][cH:33][n:34][cH:35][cH:36]1>>[F:1][C:2]([C:3](=[O:4])[O:5][CH2:6][CH3:7])([CH:8]([c:9]1[cH:10][cH:11][c:12]([N+:15](=[O:16])[O-:17])[cH:13][cH:14]1)[O:18][S:26]([c:23]1[cH:22][cH:21][c:20]([CH3:30])[cH:25][cH:24]1)(=[O:27])=[O:28])[F:19].